The task is: describe an organic reaction: reactants, conditions, products, and yield. This data is from the Open Reaction Database (ORD), a public repository of structured organic reaction records. The reactants are FC1=CC=C(C=C1)[C@@]1(CCOC2(CCCC2)C1)CC#N (2-[(9R)-9-(4-fluorophenyl)-6-oxaspiro[4.5]decan-9-yl]acetonitrile), [H-].[H-].[H-].[H-].[Li+].[Al+3] (LAH). Run in CCOCC (ether). Yields the product FC1=CC=C(C=C1)[C@@]1(CCOC2(CCCC2)C1)CCN (2-[(9R)-9-(4-fluorophenyl)-6-oxaspiro[4.5]decan-9-yl]ethan-1-amine). Reaction SMILES: [F:1][C:2]1[CH:7]=[CH:6][C:5]([C@@:8]2([CH2:18][C:19]#[N:20])[CH2:17][C:12]3([CH2:16][CH2:15][CH2:14][CH2:13]3)[O:11][CH2:10][CH2:9]2)=[CH:4][CH:3]=1.[H-].[H-].[H-].[H-].[Li+].[Al+3]>CCOCC>[F:1][C:2]1[CH:3]=[CH:4][C:5]([C@@:8]2([CH2:18][CH2:19][NH2:20])[CH2:17][C:12]3([CH2:16][CH2:15][CH2:14][CH2:13]3)[O:11][CH2:10][CH2:9]2)=[CH:6][CH:7]=1 |f:1.2.3.4.5.6|. Reported procedure: To a solution of 2-[(9R)-9-(4-fluorophenyl)-6-oxaspiro[4.5]decan-9-yl]acetonitrile (500 mg, 1.8 mmol) in anhydrous ether (30 ml) at 0° C. was added dropwise LAH (1.0 M in Et2O, 3.7 ml, 3.7 mmol). The reaction was then warmed up to room temperature. After 2 h the reaction was quenched with 1 ml H2O, 0.2 ml 15% NaOH and then 1 ml H2O. The reaction mixture was extracted with Et2O (3×30 ml), dried over NA2SO4 and concentrated to give 2-[(9R)-9-(4-fluorophenyl)-6-oxaspiro[4.5]decan-9-yl]ethan-1-amine... Starting materials: BrCCN1C=C(C(C2=C(C(=C(C(=C12)F)F)F)C)=O)C(=O)OCC (ethyl 1-(2-bromoethyl)-6,7,8-trifluoro-1,4-dihydro-5-methyl-4-oxo-3-quinolinecarboxylate), C([O-])([O-])=O.[K+].[K+] (potassium carbonate). Run in CN(C)C=O (DMF). Conditions: temperature 80 celsius. The product is FC=1C(=C2C(C(=CN(C2=C(C1F)F)C=C)C(=O)OCC)=O)C (Ethyl 6,7,8-trifluoro-1,4-dihydro-5-methyl-4-oxo-1-vinyl-3-quinolinecarboxylate). Isolated yield 96.1%. RXN SMILES: Br[CH2:2][CH2:3][N:4]1[C:13]2[C:8](=[C:9]([CH3:17])[C:10]([F:16])=[C:11]([F:15])[C:12]=2[F:14])[C:7](=[O:18])[C:6]([C:19]([O:21][CH2:22][CH3:23])=[O:20])=[CH:5]1.C(=O)([O-])[O-].[K+].[K+]>CN(C=O)C>[F:16][C:10]1[C:9]([CH3:17])=[C:8]2[C:13](=[C:12]([F:14])[C:11]=1[F:15])[N:4]([CH:3]=[CH2:2])[CH:5]=[C:6]([C:19]([O:21][CH2:22][CH3:23])=[O:20])[C:7]2=[O:18] |f:1.2.3|. Procedure details: A rapidly stirred suspension of 1.98 g (5.08 mmol) of ethyl 1-(2-bromoethyl)-6,7,8-trifluoro-1,4-dihydro-5-methyl-4-oxo-3-quinolinecarboxylate, 3.50 g (25.3 mmol) of ground potassium carbonate, and 40 mL of DMF was heated at 80° C. under argon for 4 hours. The suspension was concentrated and the residue was partitioned between methylene chloride and water. The organic layer was dried over magnesium sulfate and concentrated to give 1.52 g of the title compound as a DMF complex, mp 150°-152° C.